This data is from the Open Reaction Database (ORD), a public repository of structured organic reaction records. The task is: describe an organic reaction: reactants, conditions, products, and yield The reactants are C1CCOC1, COC(=O)c1cccc(CN(c2nccc(-c3ccc(O)cc3)n2)C2CCCC2)c1, CC1CCC(O)CC1, CC(C)OC(=O)N=NC(=O)OC(C)C, O, c1ccc(P(c2ccccc2)c2ccccc2)cc1. The product is COC(=O)c1cccc(CN(c2nccc(-c3ccc(OC4CCC(C)CC4)cc3)n2)C2CCCC2)c1. As a reaction SMILES: [CH2:73]1[O:74][CH2:75][CH2:76][CH2:77]1.[CH3:1][O:2][C:3]([c:4]1[cH:5][c:6]([CH2:10][N:11]([c:12]2[n:13][cH:14][cH:15][c:16](-[c:18]3[cH:19][cH:20][c:21]([OH:24])[cH:22][cH:23]3)[n:17]2)[CH:25]2[CH2:26][CH2:27][CH2:28][CH2:29]2)[cH:7][cH:8][cH:9]1)=[O:30].[CH3:31][CH:32]1[CH2:33][CH2:34][CH:35]([OH:38])[CH2:36][CH2:37]1.[O:58]=[C:59]([O:60][CH:61]([CH3:62])[CH3:63])[N:64]=[N:65][C:66]([O:67][CH:68]([CH3:69])[CH3:70])=[O:71].[OH2:72].[c:39]1([P:40]([c:41]2[cH:42][cH:43][cH:44][cH:45][cH:46]2)[c:47]2[cH:48][cH:49][cH:50][cH:51][cH:52]2)[cH:53][cH:54][cH:55][cH:56][cH:57]1>>[CH3:1][O:2][C:3]([c:4]1[cH:5][c:6]([CH2:10][N:11]([c:12]2[n:13][cH:14][cH:15][c:16](-[c:18]3[cH:19][cH:20][c:21]([O:24][CH:35]4[CH2:34][CH2:33][CH:32]([CH3:31])[CH2:37][CH2:36]4)[cH:22][cH:23]3)[n:17]2)[CH:25]2[CH2:26][CH2:27][CH2:28][CH2:29]2)[cH:7][cH:8][cH:9]1)=[O:30]. Reactants: ClC1=C2C(=CN(C2=CC=C1)[C@H]1[C@H](OC(C)=O)[C@@H](OC(C)=O)[C@H](OC(C)=O)[C@H](O1)COC(C)=O)C=O (4-Chloro-1-(2,3,4,6-tetra-O-acetyl-β-D-glucopyranosyl)-indole-3-carboxaldehyde), BrC1=CC=C(C=C1)C(F)F (1-bromo-4-difluoromethylbenzene). Yields the product ClC1=C2C(=CN(C2=CC=C1)[C@H]1[C@H](OC(C)=O)[C@@H](OC(C)=O)[C@H](OC(C)=O)[C@H](O1)COC(C)=O)C(O)C1=CC=C(C=C1)C(F)F (4-chloro-1-(2,3,4,6-tetra-O-acetyl-β-D-glucopyranosyl)indol-3-yl 4-(difluoromethyl)phenyl methanol). RXN SMILES: [Cl:1][C:2]1[CH:10]=[CH:9][CH:8]=[C:7]2[C:3]=1[C:4]([CH:34]=[O:35])=[CH:5][N:6]2[C@@H:11]1[O:28][C@H:27]([CH2:29][O:30][C:31](=[O:33])[CH3:32])[C@@H:22]([O:23][C:24](=[O:26])[CH3:25])[C@H:17]([O:18][C:19](=[O:21])[CH3:20])[C@H:12]1[O:13][C:14](=[O:16])[CH3:15].Br[C:37]1[CH:42]=[CH:41][C:40]([CH:43]([F:45])[F:44])=[CH:39][CH:38]=1>>[Cl:1][C:2]1[CH:10]=[CH:9][CH:8]=[C:7]2[C:3]=1[C:4]([CH:34]([C:37]1[CH:42]=[CH:41][C:40]([CH:43]([F:45])[F:44])=[CH:39][CH:38]=1)[OH:35])=[CH:5][N:6]2[C@@H:11]1[O:28][C@H:27]([CH2:29][O:30][C:31](=[O:33])[CH3:32])[C@@H:22]([O:23][C:24](=[O:26])[CH3:25])[C@H:17]([O:18][C:19](=[O:21])[CH3:20])[C@H:12]1[O:13][C:14](=[O:16])[CH3:15]. Procedure: 4-Chloro-1-(2,3,4,6-tetra-O-acetyl-β-D-glucopyranosyl)-indole-3-carboxaldehyde obtained in Example 29-(1) and 1-bromo-4-difluoromethylbenzene were treated in a manner similar to Example 25-(2) to give crude 4-chloro-1-(2,3,4,6-tetra-O-acetyl-β-D-glucopyranosyl)indol-3-yl 4-(difluoromethyl)phenyl methanol, which was used in the subsequent step without further purification. The reactants are O=C(O)CC(=O)NC1C(=O)N(CCOCc2ccccc2)c2ccccc2-c2ccccc21, NCCC(F)(F)F. Yields the product O=C(CC(=O)NC1C(=O)N(CCOCc2ccccc2)c2ccccc2-c2ccccc21)NCCC(F)(F)F. RXN SMILES: [CH2:1]([c:2]1[cH:3][cH:4][cH:5][cH:6][cH:7]1)[O:8][CH2:9][CH2:10][N:11]1[c:12]2[c:13]([cH:30][cH:31][cH:32][cH:33]2)-[c:14]2[c:15]([cH:26][cH:27][cH:28][cH:29]2)[CH:16]([NH:19][C:20]([CH2:21][C:22](=[O:23])[OH:24])=[O:25])[C:17]1=[O:18].[F:34][C:35]([CH2:36][CH2:37][NH2:38])([F:39])[F:40]>>[CH2:1]([c:2]1[cH:3][cH:4][cH:5][cH:6][cH:7]1)[O:8][CH2:9][CH2:10][N:11]1[c:12]2[c:13]([cH:30][cH:31][cH:32][cH:33]2)-[c:14]2[c:15]([cH:26][cH:27][cH:28][cH:29]2)[CH:16]([NH:19][C:20]([CH2:21][C:22](=[O:23])[NH:38][CH2:37][CH2:36][C:35]([F:34])([F:39])[F:40])=[O:25])[C:17]1=[O:18]. The reactants are aqueous solution, C(O)([O-])=O.[Na+] (sodium hydrogen carbonate), O1CCCC=C1 (3,4-dihydro-2H-pyran), C([C@H](O)C)(=O)OC (Methyl (R)-(+)-lactate), hydrate, C1(=CC=C(C=C1)S(=O)(=O)O)C (p-toluenesulfonic acid). Run in ClCCl (dichloromethane). Run at time 1 hour. Yields the product O1C(CCCC1)O[C@@H](C(=O)OC)C (methyl (2R)-2-(3,4,5,6-tetrahydro-2H-pyran-2-yloxy)propionate). Yield: 94.5%. RXN SMILES: [C:1]([O:6][CH3:7])(=[O:5])[C@@H:2]([CH3:4])[OH:3].C1(C)C=CC(S(O)(=O)=O)=CC=1.[O:19]1[CH:24]=[CH:23][CH2:22][CH2:21][CH2:20]1.C(=O)([O-])O.[Na+]>ClCCl>[O:19]1[CH2:24][CH2:23][CH2:22][CH2:21][CH:20]1[O:3][C@H:2]([CH3:4])[C:1]([O:6][CH3:7])=[O:5] |f:3.4|. Procedure details: Methyl (R)-(+)-lactate (25.0 g) was dissolved in dichloromethane (250 ml), to which was added, under ice-cooling, p-toluenesulfonic acid.hydrate (456 mg). To the mixture was then added dropwise 3,4-dihydro-2H-pyran (24.2 g) during 30 minutes, which was stirred for one hour under ice-cooling. To the reaction mixture was added a 5% aqueous solution of sodium hydrogen carbonate (50 ml), and the mixture was stirred vigorously, followed by separating the organic layer. The organic layer was further w... Reactants: C(CCC)N(CCCCC\C=C(\C(=O)OCC)/CP(=O)(CC(C)C)OCC)CCCC (Ethyl (Z)-8-dibutylamino-2-(ethoxyisobutylphosphinoyl)methyl-2-octenoate), Cl (hydrochloric acid), CO.O (methanol water). Run at temperature 90 celsius, time 5.5 hour. The product is Cl.C(CCC)N(CCCCC\C=C(\C(=O)O)/CP(=O)(CC(C)C)O)CCCC ((Z)-8-dibutylamino-2-(hydroxyisobutylphosphinoyl)methyl-2-octenoic acid hydrochloride). Yield: 94.0%. Reaction SMILES: [CH2:1]([N:5]([CH2:28][CH2:29][CH2:30][CH3:31])[CH2:6][CH2:7][CH2:8][CH2:9][CH2:10]/[CH:11]=[C:12](\[CH2:18][P:19]([O:25]CC)([CH2:21][CH:22]([CH3:24])[CH3:23])=[O:20])/[C:13]([O:15]CC)=[O:14])[CH2:2][CH2:3][CH3:4].CO.O.[ClH:35]>>[ClH:35].[CH2:28]([N:5]([CH2:1][CH2:2][CH2:3][CH3:4])[CH2:6][CH2:7][CH2:8][CH2:9][CH2:10]/[CH:11]=[C:12](\[CH2:18][P:19]([OH:25])([CH2:21][CH:22]([CH3:24])[CH3:23])=[O:20])/[C:13]([OH:15])=[O:14])[CH2:29][CH2:30][CH3:31] |f:1.2,4.5|. Reported procedure: Ethyl (Z)-8-dibutylamino-2-(ethoxyisobutylphosphinoyl)methyl-2-octenoate (200 mg; 0.43 millimole) was dissolved in 5 ml of concentrated hydrochloric acid, and the solution was stirred at 90° C. for 5.5 hours. After cooling, the reaction mixture was concentrated under reduced pressure. The residue was purified by medium-pressure liquid chromatography [Lobar column (a product of E. Merck & Co.), size B, Lichroprep RP-18, methanol/water (7:3)] to give 178 mg (yield 94%) of the captioned compound as... Reactants: [Si](C)(C)(C(C)(C)C)Cl (tert-butyldimethylsilyl chloride), C(C1=CC=CC=C1)OC1=CC=C2C(=C(C=NC2=C1)[N+](=O)[O-])NCCO (2-{[7-(benzyloxy)-3-nitroquinolin-4-yl]amino}ethanol), N1=CC=CC=C1 (pyridine), [Si](C)(C)(C(C)(C)C)Cl (tert-butyldimethylsilyl chloride), [Si](C)(C)(C(C)(C)C)Cl (tert-butyldimethylsilyl chloride). Reagents/catalysts: CN(C)C1=CC=NC=C1 (4-(N,N-dimethylamino)pyridine). The solvent is C(C)(=O)OCC (ethyl acetate). Reaction conditions: temperature 65 celsius. The product is C(C1=CC=CC=C1)OC1=CC=C2C(=C(C=NC2=C1)[N+](=O)[O-])NCCO[Si](C)(C)C(C)(C)C (7-(benzyloxy)-N-(2-{[tert-butyl(dimethyl)silyl]oxy}ethyl)-3-nitroquinolin-4-amine). Yield: 80.8%. RXN SMILES: [CH2:1]([O:8][C:9]1[CH:18]=[C:17]2[C:12]([C:13]([NH:22][CH2:23][CH2:24][OH:25])=[C:14]([N+:19]([O-:21])=[O:20])[CH:15]=[N:16]2)=[CH:11][CH:10]=1)[C:2]1[CH:7]=[CH:6][CH:5]=[CH:4][CH:3]=1.N1C=CC=CC=1.[Si:32](Cl)([C:35]([CH3:38])([CH3:37])[CH3:36])([CH3:34])[CH3:33]>CN(C1C=CN=CC=1)C.C(OCC)(=O)C>[CH2:1]([O:8][C:9]1[CH:18]=[C:17]2[C:12]([C:13]([NH:22][CH2:23][CH2:24][O:25][Si:32]([C:35]([CH3:38])([CH3:37])[CH3:36])([CH3:34])[CH3:33])=[C:14]([N+:19]([O-:21])=[O:20])[CH:15]=[N:16]2)=[CH:11][CH:10]=1)[C:2]1[CH:3]=[CH:4][CH:5]=[CH:6][CH:7]=1. Procedure: A 2-necked 2-liter round bottom flask was charged with 2-{[7-(benzyloxy)-3-nitroquinolin-4-yl]amino}ethanol (95.0 g, 0.28 mol) and pyridine (400 mL). The suspension was heated to 65° C. To the resulting homogenous solution was added in one portion tert-butyldimethylsilyl chloride (46.4 g, 0.31 mol, 1.1 eq) and 4-(N,N-dimethylamino)pyridine (3.42 g, 0.028 mol, 0.1 eq). The reaction temperature rose to 87° C., was slowly cooled to 65° C., and was maintained overnight at this temperature. The react...